This data is from the Open Reaction Database (ORD), a public repository of structured organic reaction records. The task is: describe an organic reaction: reactants, conditions, products, and yield Reactants: CS(=O)(=O)OCCC=1C(OC2=C(C1C)C(=C(C(=C2)OC)OC)OC)=O (3-[2-(methanesulphonyloxy)ethyl]-5,6,7-trimethoxy-4-methyl-2H-1-benzopyran-2-one), C1(=CC=CC=C1)C1CCNCC1 (4-phenylpiperidine). The solvent is CC(C)(C)OC.C(C)(C)O (TBME isopropanol). Product: COC1=C(C(=CC2=C1C(=C(C(O2)=O)CCN2CCC(CC2)C2=CC=CC=C2)C)OC)OC (5,6,7-trimethoxy-4-methyl-3-[2-(4-phenyl-1-piperidinyl)ethyl]-2H-1-benzopyran-2-one). Yield: 27.0%. RXN SMILES: CS(O[CH2:6][CH2:7][C:8]1[C:9](=[O:25])[O:10][C:11]2[CH:18]=[C:17]([O:19][CH3:20])[C:16]([O:21][CH3:22])=[C:15]([O:23][CH3:24])[C:12]=2[C:13]=1[CH3:14])(=O)=O.[C:26]1([CH:32]2[CH2:37][CH2:36][NH:35][CH2:34][CH2:33]2)[CH:31]=[CH:30][CH:29]=[CH:28][CH:27]=1>CC(OC)(C)C.C(O)(C)C>[CH3:24][O:23][C:15]1[C:12]2[C:13]([CH3:14])=[C:8]([CH2:7][CH2:6][N:35]3[CH2:36][CH2:37][CH:32]([C:26]4[CH:31]=[CH:30][CH:29]=[CH:28][CH:27]=4)[CH2:33][CH2:34]3)[C:9](=[O:25])[O:10][C:11]=2[CH:18]=[C:17]([O:19][CH3:20])[C:16]=1[O:21][CH3:22] |f:2.3|. Reported procedure: Process B; starting materials: 3-[2-(methanesulphonyloxy)ethyl]-5,6,7-trimethoxy-4-methyl-2H-1-benzopyran-2-one (Example 34) and 4-phenylpiperidine; yield 27%; m.p. 117°-118° C. (from TBME/isopropanol). Reaction SMILES: ClC(Cl)(Cl)C(O)=[O:4].[CH3:8][O:9][C:10](=[O:22])[CH2:11][CH2:12][C:13]#[C:14][C:15]1[CH:20]=[CH:19][CH:18]=[C:17]([Br:21])[N:16]=1>CO.S(=O)(=O)(O)O.[Hg]=O>[CH3:8][O:9][C:10](=[O:22])[CH2:11][CH2:12][C:13](=[O:4])[CH2:14][C:15]1[CH:20]=[CH:19][CH:18]=[C:17]([Br:21])[N:16]=1. The yield is 35975.5%. Reaction conditions: temperature 60 celsius, time 2 hour. Reactants: ClC(C(=O)O)(Cl)Cl (trichloroacetic acid), COC(CCC#CC1=NC(=CC=C1)Br)=O (5-(6-bromo-2-pyridyl)-4-pentynoic acid methyl ester). The solvent is CO (methanol), S(O)(O)(=O)=O (sulfuric acid), 0f, CO (methanol). The product is COC(CCC(CC1=NC(=CC=C1)Br)=O)=O (5-(6-bromo-2-pyridyl)-4-oxo-pentanoic acid methyl ester). Reagents/catalysts: [Hg]=O (mercury oxide). Reported procedure: A mixture of 500 mg of red mercury oxide, 0.2 ml of boron trifluoride-diethyl ether complex and 10 mg of trichloroacetic acid in 1 ml of methanol is heated to 60° C. and a solution of 9.4 g of 5-(6-bromo-2-pyridyl)-4-pentynoic acid methyl ester in 15 ml 0f methanol is added to this catalyst solution at room temperature and the mixture is stirred for 2 hours at room temperature. Then, the reaction mixture is poured in 5% sulfuric acid, extracted with ethyl acetate, dried (Na2SO4) and concentrated... The reactants are NC1=CC=C(C=C1)C=1N=CC(NC1)=O (5-(4-Aminophenyl)pyrazin-2(1H)-one), CN(C=O)C (dimethylformamide). Reaction conditions: time 24 hour. The product is C1(=CC=CC=C1)NC(NC1=CC=C(C=C1)C=1N=CC(NC1)=O)=O (5-[4-(3-phenylureido)phenyl]-2(1H)-pyrazinone). RXN SMILES: [NH2:1][C:2]1[CH:7]=[CH:6][C:5]([C:8]2[N:9]=[CH:10][C:11](=[O:14])[NH:12][CH:13]=2)=[CH:4][CH:3]=1.[CH3:15][N:16](C)[CH:17]=[O:18]>>[C:15]1([NH:16][C:17](=[O:18])[NH:1][C:2]2[CH:3]=[CH:4][C:5]([C:8]3[N:9]=[CH:10][C:11](=[O:14])[NH:12][CH:13]=3)=[CH:6][CH:7]=2)[CH:6]=[CH:7][CH:2]=[CH:3][CH:4]=1. Procedure: 5-(4-Aminophenyl)pyrazin-2(1H)-one (1 g) was dissolved in dimethylformamide (25 ml) and triethylamine (0.05 ml), and the solution filtered through diatomaceous earth. Phenyl isocyanate (1 ml) was added and the dark solution was stirred for 24 hours at room temperature. The solvent was evaporated under reduced pressure to afford a residue which was washed with water. The resultant solid precipitate was collected by filtration to yield 5-[4-(3-phenylureido)phenyl]-2(1H)-pyrazinone. Starting materials: CC(C)(C)c1ccc(N=C=O)cc1, C1CCOC1, Nc1ccc(Oc2ccnc(NCCCO)n2)cc1. The product is CC(C)(C)c1ccc(NC(=O)Nc2ccc(Oc3ccnc(NCCCO)n3)cc2)cc1. As a reaction SMILES: [C:1]([CH3:2])([CH3:3])([CH3:4])[c:5]1[cH:6][cH:7][c:8]([N:11]=[C:12]=[O:13])[cH:9][cH:10]1.[CH2:33]1[O:34][CH2:35][CH2:36][CH2:37]1.[NH2:14][c:15]1[cH:16][cH:17][c:18]([O:19][c:20]2[n:21][c:22]([NH:26][CH2:27][CH2:28][CH2:29][OH:30])[n:23][cH:24][cH:25]2)[cH:31][cH:32]1>>[C:1]([CH3:2])([CH3:3])([CH3:4])[c:5]1[cH:6][cH:7][c:8]([NH:11][C:12](=[O:13])[NH:14][c:15]2[cH:16][cH:17][c:18]([O:19][c:20]3[n:21][c:22]([NH:26][CH2:27][CH2:28][CH2:29][OH:30])[n:23][cH:24][cH:25]3)[cH:31][cH:32]2)[cH:9][cH:10]1. Reactants: E1, ClC1=C(C=C(C=C1)OC1=C(C#N)C=C(C=C1)COC1=NC(NC=C1)=O)C(F)(F)F (2-{[4-chloro-3-(trifluoromethyl)phenyl]oxy}-5-{[(2-oxo-1,2-dihydro-4-pyrimidinyl)oxy]methyl}benzonitrile), Cl.ClCC=1C=NN(C1)C (4-(chloromethyl)-1-methyl-1H-pyrazole hydrochloride). Yields the product ClC1=C(C=C(C=C1)OC1=C(C#N)C=C(C=C1)COC1=NC(N(C=C1)CC=1C=NN(C1)C)=O)C(F)(F)F (2-{[4-Chloro-3-(trifluoromethyl)phenyl]oxy}-5-[({1-[(1-methyl-1H-pyrazol-4-yl)methyl]-2-oxo-1,2-dihydro-4-pyrimidinyl}oxy)methyl]benzonitrile). Reaction SMILES: [Cl:1][C:2]1[CH:7]=[CH:6][C:5]([O:8][C:9]2[CH:16]=[CH:15][C:14]([CH2:17][O:18][C:19]3[CH:24]=[CH:23][NH:22][C:21](=[O:25])[N:20]=3)=[CH:13][C:10]=2[C:11]#[N:12])=[CH:4][C:3]=1[C:26]([F:29])([F:28])[F:27].Cl.Cl[CH2:32][C:33]1[CH:34]=[N:35][N:36]([CH3:38])[CH:37]=1>>[Cl:1][C:2]1[CH:7]=[CH:6][C:5]([O:8][C:9]2[CH:16]=[CH:15][C:14]([CH2:17][O:18][C:19]3[CH:24]=[CH:23][N:22]([CH2:32][C:33]4[CH:34]=[N:35][N:36]([CH3:38])[CH:37]=4)[C:21](=[O:25])[N:20]=3)=[CH:13][C:10]=2[C:11]#[N:12])=[CH:4][C:3]=1[C:26]([F:27])([F:29])[F:28] |f:1.2|. Procedure: The title compound was prepared by a procedure similar to that described for E1 starting from 2-{[4-chloro-3-(trifluoromethyl)phenyl]oxy}-5-{[(2-oxo-1,2-dihydro-4-pyrimidinyl)oxy]methyl}benzonitrile and 4-(chloromethyl)-1-methyl-1H-pyrazole hydrochloride. LC-MS (ESI): m/z 514 [M+H]+; 3.97 min (ret time). The reactants are C1CCOC1, CCO, Cc1cn(COCC[Si](C)(C)C)c2nccc(Nc3ccc([N+](=O)[O-])cc3F)c12, O=[Pt-]. The product is Cc1cn(COCC[Si](C)(C)C)c2nccc(Nc3ccc(N)cc3F)c12. Reaction SMILES: [CH2:33]1[O:34][CH2:35][CH2:36][CH2:37]1.[CH3:30][CH2:31][OH:32].[F:1][c:2]1[c:3]([NH:11][c:12]2[c:13]3[c:14]([n:15][cH:16][cH:17]2)[n:18]([CH2:22][O:23][CH2:24][CH2:25][Si:26]([CH3:27])([CH3:28])[CH3:29])[cH:19][c:20]3[CH3:21])[cH:4][cH:5][c:6]([N+:8]([O-:9])=[O:10])[cH:7]1.[Pt-:38]=[O:39]>>[F:1][c:2]1[c:3]([NH:11][c:12]2[c:13]3[c:14]([n:15][cH:16][cH:17]2)[n:18]([CH2:22][O:23][CH2:24][CH2:25][Si:26]([CH3:27])([CH3:28])[CH3:29])[cH:19][c:20]3[CH3:21])[cH:4][cH:5][c:6]([NH2:8])[cH:7]1. Starting materials: O(C1=CC=CC=C1)C1=CC=C(C=O)C=C1 (4-phenoxybenzaldehyde), COCCN (2-methoxyethylamine), C(C)(=O)O (Acetic acid), C(#N)[BH3-].[Na+] (sodium cyanoborohydride). The solvent is C(C)O (ethanol). Reaction conditions: time 1 hour. Yields the product COCC1=C(CN)C=CC(=C1)OC1=CC=CC=C1 (2-Methoxymethyl-N-(4-phenoxybenzyl)amine). Reaction SMILES: [O:1]([C:8]1[CH:15]=[CH:14][C:11]([CH:12]=O)=[CH:10][CH:9]=1)[C:2]1[CH:7]=[CH:6][CH:5]=[CH:4][CH:3]=1.[CH3:16][O:17][CH2:18]CN.C(O)(=O)C.C([BH3-])#[N:26].[Na+]>C(O)C>[CH3:16][O:17][CH2:18][C:14]1[CH:15]=[C:8]([O:1][C:2]2[CH:7]=[CH:6][CH:5]=[CH:4][CH:3]=2)[CH:9]=[CH:10][C:11]=1[CH2:12][NH2:26] |f:3.4|. Procedure details: A mixture of 4-phenoxybenzaldehyde (1.98 g, 10 mmol) and 2-methoxyethylamine (0.751 g, 10 mmol) in ethanol (10 mL) was stirred for 1 hour. Acetic acid (1 mL) and sodium cyanoborohydride (1M in THF, 10 mL) were added, and the reaction was stirred for 14 hours. The reaction was then partitioned between ether and 10% aqueous sodium hydroxide solution. The organic layer was further washed with water and brine, dried over anhydrous potassium carbonate, filtered and concentrated. The title compound wa...